Dataset: the Open Reaction Database (ORD), a public repository of structured organic reaction records. Task: describe an organic reaction: reactants, conditions, products, and yield The reactants are [O-2].[Al+3].[O-2].[O-2].[Al+3] (Aluminum oxide), [O-2].[Cr+6].[O-2].[O-2] (Chromium (VI) oxide), Cl (HCl), N1=CC=CC=C1 (pyridine). Run at temperature 10 celsius. Product: [Cr](=O)(=O)(OCl)[O-].[NH+]1=CC=CC=C1 (Pyridinium Chloro Chromate). Reaction SMILES: [O-2:1].[Cr+6:2].[O-2:3].[O-2:4].[ClH:5].[N:6]1[CH:11]=[CH:10][CH:9]=[CH:8][CH:7]=1.[O-2:12].[Al+3].[O-2].[O-2].[Al+3]>>[Cr:2]([O-:12])([O:4][Cl:5])(=[O:3])=[O:1].[NH+:6]1[CH:11]=[CH:10][CH:9]=[CH:8][CH:7]=1 |f:0.1.2.3,6.7.8.9.10,11.12|. Reported procedure: Chromium (VI) oxide (48 g, 0.48 mol) was dissolved in 6M HCl (88 mL, 0.53 mol) at 40° C. to form an orange solution. (See FIG. 17). The solution was then cooled to 10° C., and pyridine (38.8 mL, 0.48 mol) was added to the solution. A yellow orange precipitate was slowly formed. After the solution was heated to 40° C., the precipitate was dissolved. Aluminum oxide basic (380 g, 3.73 mol) was added to the solution, and the mixture was stirred well with a stir rod. The resulting solid was dried und... Reactants: ClC=1C=C2C(=CC(=NC2=CC1)N(CC)CC)C1=CC=C(C=C1)[N+](=O)[O-] (6-chloro-2-diethylamino-4-(4-nitrophenyl)quinoline), Cl (hydrochloric acid). Reagents/catalysts: [Fe] (iron). Solvent: C(C)(=O)O (acetic acid). The product is NC1=CC=C(C=C1)C1=CC(=NC2=CC=C(C=C12)Cl)N(CC)CC (4-(4-Aminophenyl)-6-chloro-2-diethylaminoquinoline). Reaction SMILES: [Cl:1][C:2]1[CH:3]=[C:4]2[C:9](=[CH:10][CH:11]=1)[N:8]=[C:7]([N:12]([CH2:15][CH3:16])[CH2:13][CH3:14])[CH:6]=[C:5]2[C:17]1[CH:22]=[CH:21][C:20]([N+:23]([O-])=O)=[CH:19][CH:18]=1.Cl>C(O)(=O)C.[Fe]>[NH2:23][C:20]1[CH:19]=[CH:18][C:17]([C:5]2[C:4]3[C:9](=[CH:10][CH:11]=[C:2]([Cl:1])[CH:3]=3)[N:8]=[C:7]([N:12]([CH2:15][CH3:16])[CH2:13][CH3:14])[CH:6]=2)=[CH:22][CH:21]=1. Procedure details: 179 mg of iron powder were added to a solution of 380 mg of 6-chloro-2-diethylamino-4-(4-nitrophenyl)quinoline in 12.7 ml of glacial acetic acid and then 3.0 ml of concentrated hydrochloric acid were added dropwise, and the mixture was boiled at 70° C. for 2 hours. The solvent was removed by distillation, and the residue was mixed with water and made alkaline with 2N NaOH. This aqueous phase was extracted with ethyl acetate. The product is a dark brown viscous oil. Reactants: ClC1(SC=C(C1=O)Cl)C(=O)OC (2,4-Dichloro-2-methoxycarbonylthiophene-3(2H)-one), CO (methanol). Yields the product ClC=1C(=C(SC1OC)C(=O)OC)O (Methyl 4-chloro-3-hydroxy-5-methoxythiophene-2-carboxylate). Reaction SMILES: Cl[C:2]1([C:9]([O:11][CH3:12])=[O:10])[C:6](=[O:7])[C:5]([Cl:8])=[CH:4][S:3]1.[CH3:13][OH:14]>>[Cl:8][C:5]1[C:6]([OH:7])=[C:2]([C:9]([O:11][CH3:12])=[O:10])[S:3][C:4]=1[O:14][CH3:13]. Procedure details: 2,4-Dichloro-2-methoxycarbonylthiophene-3(2H)-one (10 mmol) was stirred in anhydrous methanol at room temperature for 4 hours and the precipitate filtered, m.p. 109°-111° C. (methanol). Starting materials: C1(=CC=CC=C1)NN (phenylhydrazine), O (Water), CCOC(=O)C (EtOAc), CC(CC(C(=O)OCC)=O)C (Ethyl 4-methyl-2-oxopentanoate). Solvent: C(C)O (ethanol). Reaction conditions: time 18 hour. Yields the product C(CC)C1=C(NC2=CC=CC=C12)C(=O)OCC (ethyl 3-propyl-1H-indole-2-carboxylate). As a reaction SMILES: [C:1]1([NH:7]N)[CH:6]=[CH:5][CH:4]=[CH:3][CH:2]=1.C[CH:10]([CH3:19])[CH2:11][C:12](=O)[C:13]([O:15][CH2:16][CH3:17])=[O:14].O.[CH3:21]COC(C)=O>C(O)C>[CH2:10]([C:11]1[C:6]2[C:1](=[CH:2][CH:3]=[CH:4][CH:5]=2)[NH:7][C:12]=1[C:13]([O:15][CH2:16][CH3:17])=[O:14])[CH2:19][CH3:21]. Procedure: A solution of phenylhydrazine (1.0 g, 6.92 mmol) in absolute ethanol (50 mL) was placed in an oil bath at 60° C. and a reflux condenser attached. Ethyl 4-methyl-2-oxopentanoate (1.0 g, 6.33 mmol) (prepared according to Singh, J; Kissick, T. P.; Mueller, R. H. Organic Preparations and Procedures International (1989), 21(4), 501-4.) was added dropwise. The reaction mixture was heated to reflux and stirred for 18 h. Water (25 mL) and EtOAc (25 mL) were added and the layers separated. The aqueous la... Product: CC(Cl)OC(=O)OC1CCCCC1. The reactants are ClCCl, [Cl-], CC(Cl)OC(=O)Cl, [Na+], OC1CCCCC1, c1ccncc1. Reaction SMILES: [CH2:17]([Cl:18])[Cl:19].[Cl-:16].[Cl:8][C:9](=[O:10])[O:11][CH:12]([CH3:13])[Cl:14].[Na+:15].[OH:1][CH:2]1[CH2:3][CH2:4][CH2:5][CH2:6][CH2:7]1.[cH:20]1[cH:21][cH:22][n:23][cH:24][cH:25]1>>[O:1]([CH:2]1[CH2:3][CH2:4][CH2:5][CH2:6][CH2:7]1)[C:9](=[O:10])[O:11][CH:12]([CH3:13])[Cl:14].